From a dataset of the Open Reaction Database (ORD), a public repository of structured organic reaction records. describe an organic reaction: reactants, conditions, products, and yield The reactants are [OH-].[K+] (potassium hydroxide), FC(C(=O)N1CC(CCC1)OCC1=CC=C(C=C1)OC1=CC=C(C=C1)F)(F)F (1-trifluoroacetyl-3-[4-(4-fluorophenoxy)benzyloxy]piperidine), O (Water). Run in CO (methanol). Yields the product FC1=CC=C(OC2=CC=C(C=C2)COC2CNCCC2)C=C1 (3-[[4-(4-Fluorophenoxy)phenyl]methoxy]piperidine). The yield is 95.6%. Reaction SMILES: [OH-].[K+].FC(F)(F)C([N:7]1[CH2:12][CH2:11][CH2:10][CH:9]([O:13][CH2:14][C:15]2[CH:20]=[CH:19][C:18]([O:21][C:22]3[CH:27]=[CH:26][C:25]([F:28])=[CH:24][CH:23]=3)=[CH:17][CH:16]=2)[CH2:8]1)=O.O>CO>[F:28][C:25]1[CH:26]=[CH:27][C:22]([O:21][C:18]2[CH:17]=[CH:16][C:15]([CH2:14][O:13][CH:9]3[CH2:10][CH2:11][CH2:12][NH:7][CH2:8]3)=[CH:20][CH:19]=2)=[CH:23][CH:24]=1 |f:0.1|. Procedure: A 1 mol/L aqueous potassium hydroxide solution (2 mL) was added to 1-trifluoroacetyl-3-[4-(4-fluorophenoxy)benzyloxy]piperidine (434 mg, 1.09 mmol) in methanol (4 mL). The mixture was refluxed for 2 hours and was allowed to cool. Water was then added and the mixture was extracted with ethyl acetate. The organic layer was washed with brine and the washed product was dried over magnesium sulfate. The solvent was evaporated to give 314 mg (95%) of the desired compound as a colorless oil. The reactants are C[C@H]1C(=O)O[C@H](C(=O)O1)C (L-Lactide), C1C(=O)OCC(=O)O1 (glycolide), C1(CCCCCO1)=O (ε-caprolactone), CCCCC(CC)C(=O)[O-].CCCCC(CC)C(=O)[O-].[Sn+2] (stannous octoate). Reported procedure: L-Lactide (220 g), 35 g of glycolide and 45 g of ε-caprolactone were subjected to a polymerization reaction in the presence of 0.01 g of stannous octoate in vacuo (10−3 mmHg) at 150° C. for 24 hours. After the reaction, the product was purified by dissolving in chloroform followed by separating in methanol to give 185g of copolymer of lactic acid, glycolic acid and ε-caprolactone. The product is 185g, C(C(O)C)(=O)O (lactic acid), C(CO)(=O)O (glycolic acid), C1(CCCCCO1)=O (ε-caprolactone). RXN SMILES: [CH3:1][C@@H:2]1[O:9]C(=O)[C@H](C)[O:5][C:3]1=[O:4].[CH2:11]1[O:18]C(=O)C[O:14][C:12]1=[O:13].[C:19]1(=[O:26])[O:25][CH2:24][CH2:23][CH2:22][CH2:21][CH2:20]1.CCCCC(C([O-])=O)CC.CCCCC(C([O-])=O)CC.[Sn+2]>>[C:3]([OH:5])(=[O:4])[CH:2]([CH3:1])[OH:9].[C:12]([OH:14])(=[O:13])[CH2:11][OH:18].[C:19]1(=[O:26])[O:25][CH2:24][CH2:23][CH2:22][CH2:21][CH2:20]1 |f:3.4.5|. The reactants are CCCCc1nc2c(C)ccc(OCCn3cnc4ccccc43)c2n1Cc1ccc(-c2ccccc2C(=O)OC(C)(C)C)cc1, ClCCl, O=C(O)C(F)(F)F. The product is CCCCc1nc2c(C)ccc(OCCn3cnc4ccccc43)c2n1Cc1ccc(-c2ccccc2C(=O)O)cc1. As a reaction SMILES: [CH2:1]([CH2:2][CH2:3][CH3:4])[c:5]1[n:6][c:7]2[c:8]([n:9]1[CH2:10][c:11]1[cH:12][cH:13][c:14](-[c:17]3[c:18]([C:23](=[O:24])[O:25][C:26]([CH3:27])([CH3:28])[CH3:29])[cH:19][cH:20][cH:21][cH:22]3)[cH:15][cH:16]1)[c:30]([O:35][CH2:36][CH2:37][n:38]1[cH:39][n:40][c:41]3[c:42]1[cH:43][cH:44][cH:45][cH:46]3)[cH:31][cH:32][c:33]2[CH3:34].[CH2:54]([Cl:55])[Cl:56].[OH:47][C:48]([C:49]([F:50])([F:51])[F:52])=[O:53]>>[CH2:1]([CH2:2][CH2:3][CH3:4])[c:5]1[n:6][c:7]2[c:8]([n:9]1[CH2:10][c:11]1[cH:12][cH:13][c:14](-[c:17]3[c:18]([C:23](=[O:24])[OH:25])[cH:19][cH:20][cH:21][cH:22]3)[cH:15][cH:16]1)[c:30]([O:35][CH2:36][CH2:37][n:38]1[cH:39][n:40][c:41]3[c:42]1[cH:43][cH:44][cH:45][cH:46]3)[cH:31][cH:32][c:33]2[CH3:34]. Starting materials: N1=CN=CC(=C1)C1(CCC2(OCCO2)CC1)O (8-pyrimidin-5-yl-1,4-dioxaspiro[4,5]decan-8-ol), C(=O)([O-])[O-].[Na+].[Na+] (Na2CO3). Solvent: C1CCOC1 (THF). Yields the product OC1(CCC(CC1)=O)C=1C=NC=NC1 (4-hydroxy-4-pyrimidin-5-ylcyclohexanone). Yield: 97.0%. RXN SMILES: [N:1]1[CH:6]=[C:5]([C:7]2([OH:17])[CH2:16][CH2:15][C:10]3(OCC[O:11]3)[CH2:9][CH2:8]2)[CH:4]=[N:3][CH:2]=1.C([O-])([O-])=O.[Na+].[Na+]>C1COCC1>[OH:17][C:7]1([C:5]2[CH:4]=[N:3][CH:2]=[N:1][CH:6]=2)[CH2:16][CH2:15][C:10](=[O:11])[CH2:9][CH2:8]1 |f:1.2.3|. Procedure details: A solution of 8-pyrimidin-5-yl-1,4-dioxaspiro[4,5]decan-8-ol (0.14 g, 0.59 mmol) in 10 mL of THF/1 N HCl (1:1) was stirred for 24 h at room temperature. The mixture was treated with Na2CO3 to pH 8 and extracted with EtOAc (3×). The combined organic layers were washed with saturated NaCl solution, dried (MgSO4), and concentrated to give 0.11 g of 4-hydroxy-4-pyrimidin-5-ylcyclohexanone in 79% yield. MS (EI) calcd: (M+H)+=192.1; found: 192.1. The reactants are COC=1C=CC2=C(C=C(O2)C(=O)NC2C(=O)NCCCC2)C1 (α-(5-methoxybenzofuran-2-yl)carbonylamino-ε-caprolactam), P12(=S)SP3(=S)SP(=S)(S1)SP(=S)(S2)S3 (phosphorus pentasulfide), ice water. Yield: 66.6%. As a reaction SMILES: [CH3:1][O:2][C:3]1[CH:4]=[CH:5][C:6]2[O:10][C:9]([C:11]([NH:13][CH:14]3[CH2:21][CH2:20][CH2:19][CH2:18][NH:17][C:15]3=O)=O)=[CH:8][C:7]=2[CH:22]=1.P12(SP3(SP(SP(S3)(S1)=S)(=S)S2)=S)=[S:24]>N1C=CC=CC=1>[CH3:1][O:2][C:3]1[CH:4]=[CH:5][C:6]2[O:10][C:9]([C:11]3[S:24][C:15]4[NH:17][CH2:18][CH2:19][CH2:20][CH2:21][C:14]=4[N:13]=3)=[CH:8][C:7]=2[CH:22]=1. Procedure: A mixture of DL-α-(5-methoxybenzofuran-2-yl)carbonylamino-ε-caprolactam (0.2 g) and phosphorus pentasulfide (0.2 g) in pyridin (2 ml) was stirred under reflux for 6.5 hours. After being cooled, the resulting mixture was poured into ice-water, and extracted with ethyl acetate. The organic layer was washed with brine, dried over magnesium sulfate and concentrated under reduced pressure to give crude crystal, which was collected by filtration and washed with ethanol to give 2-(5-methoxybenzofuran-2... The product is COC=1C=CC2=C(C=C(O2)C=2SC=3NCCCCC3N2)C1 (2-(5-methoxybenzofuran-2-yl)-4,5,6,7-tetrahydro-8H-thiazolo[5,4-b]azepine). Run in N1=CC=CC=C1 (pyridin). Reactants: COC1=C(C=O)C=CC=C1 (2-methoxybenzaldehyde), NC1=NNC=C1 (3-aminopyrazole), O=C(CC(=O)OCC)CC (ethyl 3-ketopentanoate). Product: C(C)C1=C(C(C=2C(N1)=NNC2)C2=C(C=CC=C2)OC)C(=O)OCC (Ethyl 6-ethyl-4,7-dihydro-4-(2-methoxyphenyl)-2H-pyrazolo[3,4-b]pyridine-5-carboxylate). As a reaction SMILES: [CH3:1][O:2][C:3]1[CH:10]=[CH:9][CH:8]=[CH:7][C:4]=1[CH:5]=O.[NH2:11][C:12]1[CH:16]=[CH:15][NH:14][N:13]=1.O=[C:18]([CH2:25][CH3:26])[CH2:19][C:20]([O:22][CH2:23][CH3:24])=[O:21]>>[CH2:25]([C:18]1[NH:11][C:12]2=[N:13][NH:14][CH:15]=[C:16]2[CH:5]([C:4]2[CH:7]=[CH:8][CH:9]=[CH:10][C:3]=2[O:2][CH3:1])[C:19]=1[C:20]([O:22][CH2:23][CH3:24])=[O:21])[CH3:26]. Reported procedure: The title compound was prepared from 2-methoxybenzaldehyde, 3-aminopyrazole and ethyl 3-ketopentanoate in the same manner as in Example 1. Starting materials: C(C)(C)(C)[C@H]1O[C@@](C(O1)(O)C1=CC=C(C=C1)SC)(C)CC ((2S,5S)-2-(tert-butyl)-5-ethyl-5-methyl-4-[4-(methylthio) phenyl]-1,3-dioxolan-4-ol), O.C1(=CC=C(C=C1)S(=O)(=O)O)C (p-toluenesulfonic acid mono hydrate), O (water). Reaction conditions: time 20 hour. Yields the product O[C@@](C(=O)C1=CC=C(C=C1)S(=O)(=O)C)(CC)C ((2R)-2-Hydroxy-2-methyl-1-[4-(methylsulfonyl) phenyl]butan-1-one). Reaction SMILES: C([C@@H]1[O:9][C:8]([C:11]2[CH:16]=[CH:15][C:14]([S:17][CH3:18])=[CH:13][CH:12]=2)(O)[C@@:7]([CH2:20][CH3:21])([CH3:19])[O:6]1)(C)(C)C.[OH2:22].C1(C)C=CC(S(O)(=O)=O)=CC=1.[OH2:34]>>[OH:6][C@:7]([CH3:19])([CH2:20][CH3:21])[C:8]([C:11]1[CH:16]=[CH:15][C:14]([S:17]([CH3:18])(=[O:34])=[O:22])=[CH:13][CH:12]=1)=[O:9] |f:1.2|. Procedure: A mixture of the dioxolanol from Step 3 (46.2 g) in water (50 mL) with p-toluenesulfonic acid mono hydrate (1.3 g) was refluxed for 1 hour. The reaction was allowed to cool to r.t. and extract twice with EtOAc (200+150 mL). To this solution was added t-BuOH (175 mL) and Aliquat® 336. This solution was cooled to 10° C. and then a solution of OXONE® (130 g) in water (800 mL) was added over 30 min. The resulting mixture was stirred at r.t. for 20 h. The reaction mixture was neutralized by carefull ... Reactants: CC(C)(C)OC(=O)NC(Cc1cn(Cc2ccccc2)c2ccccc12)C(=O)OCc1ccccc1, C1CCOC1, CO, [K+], [OH-], O. Yields the product CC(C)(C)OC(=O)NC(Cc1cn(Cc2ccccc2)c2ccccc12)C(=O)O. As a reaction SMILES: [CH2:1]([c:2]1[cH:3][cH:4][cH:5][cH:6][cH:7]1)[O:8][C:9]([CH:10]([CH2:11][c:12]1[cH:13][n:14]([CH2:21][c:22]2[cH:23][cH:24][cH:25][cH:26][cH:27]2)[c:15]2[cH:16][cH:17][cH:18][cH:19][c:20]12)[NH:28][C:29](=[O:30])[O:31][C:32]([CH3:33])([CH3:34])[CH3:35])=[O:36].[CH2:39]1[O:40][CH2:41][CH2:42][CH2:43]1.[CH3:44][OH:45].[K+:38].[OH-:37].[OH2:46]>>[O:8]=[C:9]([CH:10]([CH2:11][c:12]1[cH:13][n:14]([CH2:21][c:22]2[cH:23][cH:24][cH:25][cH:26][cH:27]2)[c:15]2[cH:16][cH:17][cH:18][cH:19][c:20]12)[NH:28][C:29](=[O:30])[O:31][C:32]([CH3:33])([CH3:34])[CH3:35])[OH:36]. The reactants are [S-]C#N.[NH4+] (ammonium thiocyanate), [Cl-] (chloride), CC(=O)C (acetone), CC1=C(N)C=C(C=C1)[N+](=O)[O-] (2-methyl-5-nitroaniline). The solvent is O (Water). Run at temperature 25 celsius, time 1 hour. Yields the product C(C)(=O)NC(=S)NC1=C(C=CC(=C1)[N+](=O)[O-])C (1-Acetyl-3-(2-methyl-5-nitro-phenyl)-thiourea). Reaction SMILES: [S-:1][C:2]#[N:3].[NH4+].[Cl-].[CH3:6][C:7](C)=[O:8].[CH3:10][C:11]1[CH:17]=[CH:16][C:15]([N+:18]([O-:20])=[O:19])=[CH:14][C:12]=1[NH2:13]>O>[C:7]([NH:3][C:2]([NH:13][C:12]1[CH:14]=[C:15]([N+:18]([O-:20])=[O:19])[CH:16]=[CH:17][C:11]=1[CH3:10])=[S:1])(=[O:8])[CH3:6] |f:0.1|. Procedure details: In a reactor, introduce ammonium thiocyanate (25 kg, 328.43 mol), acetyle chloride (24 kg, 337.53 mol), acetone (225 L) and 2-methyl-5-nitroaniline (Int1) (42 kg, 276.04 mol). Temperature was maintained at 25±10° C. for approximately 4 hours. Water (413 L) was added and reaction mixture was stirred for approximately 1 hour. The precipitate filtered, washed with water and diisopropylether. The product was then dried in a tray drier at 45-50° C. The reactants are ClCCl, [Cl-], CC(Cl)c1ccc(C(=O)Cl)cc1, Cl, c1ccsc1. Yields the product CC(Cl)c1ccc(C(=O)c2cccs2)cc1. Reaction SMILES: [CH2:20]([Cl:21])[Cl:22].[Cl-:6].[Cl:7][CH:8]([CH3:9])[c:10]1[cH:11][cH:12][c:13]([C:14](=[O:15])[Cl:16])[cH:17][cH:18]1.[ClH:19].[cH:1]1[cH:2][cH:3][s:4][cH:5]1>>[cH:1]1[cH:2][c:3]([C:14]([c:13]2[cH:12][cH:11][c:10]([CH:8]([Cl:7])[CH3:9])[cH:18][cH:17]2)=[O:15])[s:4][cH:5]1.